This data is from the Open Reaction Database (ORD), a public repository of structured organic reaction records. The task is: describe an organic reaction: reactants, conditions, products, and yield Reactants: Oc1ccc2c(c1)OCO2, CS(C)=O, CCCCC, Cl, O=Cc1ccc(F)cc1, [H-], [Na+]. Product: O=Cc1ccc(Oc2ccc3c(c2)OCO3)cc1. Reaction SMILES: [CH2:1]1[O:2][c:3]2[cH:4][c:5]([OH:10])[cH:6][cH:7][c:8]2[O:9]1.[CH3:23][S:24]([CH3:25])=[O:26].[CH3:27][CH2:28][CH2:29][CH2:30][CH3:31].[ClH:22].[F:13][c:14]1[cH:15][cH:16][c:17]([CH:18]=[O:19])[cH:20][cH:21]1.[H-:12].[Na+:11]>>[CH2:1]1[O:2][c:3]2[cH:4][c:5]([O:10][c:14]3[cH:15][cH:16][c:17]([CH:18]=[O:19])[cH:20][cH:21]3)[cH:6][cH:7][c:8]2[O:9]1. The reactants are C=O, Ic1ccc2[nH]ncc2c1, CN(C)C=O, Cl[Pd]Cl, c1ccc(P(c2ccccc2)c2ccccc2)cc1, c1ccc(P(c2ccccc2)c2ccccc2)cc1. Yields the product O=Cc1ccc2[nH]ncc2c1. As a reaction SMILES: [C:11]=[O:12].[I:1][c:2]1[cH:3][c:4]2[cH:5][n:6][nH:7][c:8]2[cH:9][cH:10]1.[O:13]=[CH:14][N:15]([CH3:16])[CH3:17].[Pd:18]([Cl:19])[Cl:20].[c:21]1([P:22]([c:23]2[cH:24][cH:25][cH:26][cH:27][cH:28]2)[c:29]2[cH:30][cH:31][cH:32][cH:33][cH:34]2)[cH:35][cH:36][cH:37][cH:38][cH:39]1.[c:40]1([P:41]([c:42]2[cH:43][cH:44][cH:45][cH:46][cH:47]2)[c:48]2[cH:49][cH:50][cH:51][cH:52][cH:53]2)[cH:54][cH:55][cH:56][cH:57][cH:58]1>>[c:2]1([CH:14]=[O:13])[cH:3][c:4]2[cH:5][n:6][nH:7][c:8]2[cH:9][cH:10]1.